Dataset: the Open Reaction Database (ORD), a public repository of structured organic reaction records. Task: describe an organic reaction: reactants, conditions, products, and yield Starting materials: [BH4-], C1CCOC1, CCOc1cc(N2CCC(N3CCN(S(C)(=O)=O)CC3)CC2)ccc1[N+](=O)[O-], CO, [Na+]. Yields the product CCOc1cc(N2CCC(N3CCN(S(C)(=O)=O)CC3)CC2)ccc1N. RXN SMILES: [BH4-:1].[CH2:31]1[O:32][CH2:33][CH2:34][CH2:35]1.[CH2:3]([CH3:4])[O:5][c:6]1[cH:7][c:8]([N:15]2[CH2:16][CH2:17][CH:18]([N:21]3[CH2:22][CH2:23][N:24]([S:27](=[O:28])(=[O:29])[CH3:30])[CH2:25][CH2:26]3)[CH2:19][CH2:20]2)[cH:9][cH:10][c:11]1[N+:12]([O-:13])=[O:14].[CH3:36][OH:37].[Na+:2]>>[CH2:3]([CH3:4])[O:5][c:6]1[cH:7][c:8]([N:15]2[CH2:16][CH2:17][CH:18]([N:21]3[CH2:22][CH2:23][N:24]([S:27](=[O:28])(=[O:29])[CH3:30])[CH2:25][CH2:26]3)[CH2:19][CH2:20]2)[cH:9][cH:10][c:11]1[NH2:12]. Starting materials: C(=O)(OC)C1=C(C=CC=C1)N=C=O (2-carbomethoxyphenylisocyanate), C(=O)(OC)C1=C(C=CC=C1)N=C=O (2-carbomethoxyphenylisocyanate), C(C)(CC)N (sec-butylamine). The solvent is O1CCCC1 (tetrahydrofuran). The product is C(C)(CC)NC(NC1=C(C(=O)OC)C=CC=C1)=O (methyl 2-(3-sec-butylureido)-benzoate). As a reaction SMILES: [C:1]([C:5]1[CH:10]=[CH:9][CH:8]=[CH:7][C:6]=1[N:11]=[C:12]=[O:13])([O:3][CH3:4])=[O:2].[CH:14]([NH2:18])([CH2:16][CH3:17])[CH3:15]>O1CCCC1>[CH:14]([NH:18][C:12](=[O:13])[NH:11][C:6]1[CH:7]=[CH:8][CH:9]=[CH:10][C:5]=1[C:1]([O:3][CH3:4])=[O:2])([CH2:16][CH3:17])[CH3:15]. Procedure: 250 mg of 2-carbomethoxyphenylisocyanate (Compound II), prepared as described in Preparation I above, and 0.145 ml of sec-butylamine in dry tetrahydrofuran were stirred at room temperature for about 8 hours. The solvent was removed under reduced pressure and the resulting solid was recrystallized from ether and petroleum ether to give methyl 2-(3-sec-butylureido)-benzoate, m.p. 124°-124° C.; 'H NMR:(delta CDCl3); 0.95 (s, 3H, CH3CH2), 1,2(d, 3H, CH3CH), 1,5(m, 2H, CH3CH2), 3.8 (m, 1H, CH--N), 3.... Reactants: CO (MeOH), [Li+].[BH4-] (LiBH4), ClC1=CC=C(C=C1)C(C(=O)OC)(CC)N1N=CC2=C(C=CC=C12)N(S(=O)(=O)C)COCC[Si](C)(C)C (methyl 2-(4-chlorophenyl)-2-(4-(N-((2-(trimethylsilyl)ethoxy)methyl)methylsulfonamido)-1H-indazol-1-yl)butanoate). Solvent: C1CCOC1 (THF), C1CCOC1 (THF). Conditions: time 2 hour. Product: ClC1=CC=C(C=C1)C(CC)(C1C(C1)C#N)N1N=CC2=C(C=CC=C12)NS(=O)(=O)C (N-(1-(1-(4-chlorophenyl)-1-(2-cyanocyclopropyl)propyl)-1H-indazol-4-yl)methanesulfonamide). Reaction SMILES: [Li+].[BH4-].CO.[Cl:5][C:6]1[CH:11]=[CH:10][C:9]([C:12]([N:19]2[C:27]3[C:22](=[C:23]([N:28](COCC[Si](C)(C)C)[S:29]([CH3:32])(=[O:31])=[O:30])[CH:24]=[CH:25][CH:26]=3)[CH:21]=[N:20]2)([CH2:17][CH3:18])[C:13](OC)=O)=[CH:8][CH:7]=1>C1COCC1>[Cl:5][C:6]1[CH:7]=[CH:8][C:9]([C:12]([N:19]2[C:27]3[C:22](=[C:23]([NH:28][S:29]([CH3:32])(=[O:30])=[O:31])[CH:24]=[CH:25][CH:26]=3)[CH:21]=[N:20]2)([CH:13]2[CH2:8][CH:9]2[C:12]#[N:19])[CH2:17][CH3:18])=[CH:10][CH:11]=1 |f:0.1|. Reported procedure: To a suspension of LiBH4 (120 mg, 5.43 mmol) in THF (5 mL) was added MeOH (174 mg, 5.43 mmol) and a solution of methyl 2-(4-chlorophenyl)-2-(4-(N-((2-(trimethylsilyl)ethoxy)methyl)methylsulfonamido)-1H-indazol-1-yl)butanoate (600 mg, 1.09 mmol) in THF (8 mL) followed. The mixture was stirred at room temperature for 2 h. The solution was quenched with saturated NH4Cl solution, and extracted with ethyl acetate (30 mL). The organic layer was washed with brine, dried over sodium sulfate, filtered an... Starting materials: C(C(C)(C)C)(=O)OCN=[N+]=[N-] (azidomethyl pivalate), O.C(C)(C)(C)O (tert-butanol water), C(C#C)OC=1C=CC(=NC1)N1N=NN=C1 (5-(prop-2-ynyloxy)-2-(1H-tetrazol-1-yl)pyridine), O=C1C(O)=C([O-])[C@H](O1)[C@@H](O)CO.[Na+] (sodium ascorbate), solution, solution. Reagents/catalysts: S(=O)(=O)([O-])[O-].[Cu+2] (copper sulfate). Run in O (water), O (water), O (Water). Reaction conditions: time 72 hour. Product: C(C(C)(C)C)(=O)OCN1N=NC(=C1)COC=1C=NC(=CC1)N1N=NN=C1 ((4-((6-(1H-Tetrazol-1-yl)pyridin-3-yloxy)methyl)-1H-1,2,3-triazol-1-yl)methyl pivalate). As a reaction SMILES: [C:1]([O:7][CH2:8][N:9]=[N+:10]=[N-:11])(=[O:6])[C:2]([CH3:5])([CH3:4])[CH3:3].O.C(O)(C)(C)C.[CH2:18]([O:21][C:22]1[CH:23]=[CH:24][C:25]([N:28]2[CH:32]=[N:31][N:30]=[N:29]2)=[N:26][CH:27]=1)[C:19]#[CH:20].O=C1O[C@H]([C@H](CO)O)C([O-])=C1O.[Na+]>O.S([O-])([O-])(=O)=O.[Cu+2]>[C:1]([O:7][CH2:8][N:9]1[CH:20]=[C:19]([CH2:18][O:21][C:22]2[CH:27]=[N:26][C:25]([N:28]3[CH:32]=[N:31][N:30]=[N:29]3)=[CH:24][CH:23]=2)[N:11]=[N:10]1)(=[O:6])[C:2]([CH3:5])([CH3:4])[CH3:3] |f:1.2,4.5,7.8|. Procedure: To a solution of azidomethyl pivalate (4.26 g, 27.1 mmol) in 1:1 tert-butanol water (90 mL total) was added 5-(prop-2-ynyloxy)-2-(1H-tetrazol-1-yl)pyridine (5.45 g, 27.1 mmol), sodium ascorbate (1.4 mL of a 1M solution in water) and copper sulfate (1.4 mL of a 1M solution in water). The solution was stirred at room temperature for 72 hours. Water was added and the suspension was extracted with ethyl acetate. The organic layer was separated, dried over sodium sulfate, filtered and concentrated in... Reactants: ClC1=C(C=CC=C1)C1=NC(C=2N(C3=C1C=C(S3)CC(=O)O)C(=NN2)C)C (2-[4-(2-chlorophenyl)-6,9-dimethyl-6H-thieno[3,2-f][1,2,4]triazolo[4,3-a][1,4]diazepin-2-yl]acetic acid), ON1N=NC2=C1C=CC=C2 (N-hydroxybenzotriazole), N1CCOCC1 (morpholine), C1(CCCCC1)N=C=NC1CCCCC1 (dicyclohexyl carbodiimide). The solvent is CN(C=O)C (dimethylformamide). Run at time 10 minute. The product is ClC1=C(C=CC=C1)C1=NC(C=2N(C3=C1C=C(S3)CC(=O)N3CCOCC3)C(=NN2)C)C (2-[4-(2-chlorophenyl)-6,9-dimethyl-6H-thieno[3,2-f][1,2,4]triazolo[4,3-a][1,4]diazepin-2-yl]acetic acid morpholide). RXN SMILES: [Cl:1][C:2]1[CH:7]=[CH:6][CH:5]=[CH:4][C:3]=1[C:8]1[C:14]2[CH:15]=[C:16]([CH2:18][C:19]([OH:21])=O)[S:17][C:13]=2[N:12]2[C:22]([CH3:25])=[N:23][N:24]=[C:11]2[CH:10]([CH3:26])[N:9]=1.ON1C2C=CC=CC=2N=N1.[NH:37]1[CH2:42][CH2:41][O:40][CH2:39][CH2:38]1.C1(N=C=NC2CCCCC2)CCCCC1>CN(C)C=O>[Cl:1][C:2]1[CH:7]=[CH:6][CH:5]=[CH:4][C:3]=1[C:8]1[C:14]2[CH:15]=[C:16]([CH2:18][C:19]([N:37]3[CH2:42][CH2:41][O:40][CH2:39][CH2:38]3)=[O:21])[S:17][C:13]=2[N:12]2[C:22]([CH3:25])=[N:23][N:24]=[C:11]2[CH:10]([CH3:26])[N:9]=1. Reported procedure: To a solution of 1.1 g of 2-[4-(2-chlorophenyl)-6,9-dimethyl-6H-thieno[3,2-f][1,2,4]triazolo[4,3-a][1,4]diazepin-2-yl]acetic acid in 15 ml of dimethylformamide are added 0.4 g of N-hydroxybenzotriazole and 0.27 ml of morpholine and stirred at room temperature for 10 minutes. To the mixture is added 0.65 g of dicyclohexyl carbodiimide under ice-cooling and stirred for 1 hour and furthermore stirred at room temperature for 18 hours. The resulting dicyclohexylurea is filtered off and to the filtrat... Reactants: solution, ClCC(=O)C1=C(C=C(C=C1)F)F (2-chloro-2',4'-difluoroacetophenone), ClCC(=O)C1=C(C=C(C=C1)F)F (2-chloro-2',4'-difluoroacetophenone), aqueous solution, CS.[Na] (sodium methylmercaptan). The solvent is CO (methanol). Conditions: time 2 hour. Product: FC1=C(C=CC(=C1)F)C(CSC)=O (2',4'-difluoro-2-(methylthio)acetophenone), oil. Yield: 89.2%. As a reaction SMILES: Cl[CH2:2][C:3]([C:5]1[CH:10]=[CH:9][C:8]([F:11])=[CH:7][C:6]=1[F:12])=[O:4].[CH3:13][SH:14].[Na]>CO>[F:12][C:6]1[CH:7]=[C:8]([F:11])[CH:9]=[CH:10][C:5]=1[C:3](=[O:4])[CH2:2][S:14][CH3:13] |f:1.2,^1:14|. Reported procedure: To a 500 ml solution of 50 g (0.262 mol) of 2-chloro-2',4'-difluoroacetophenone [Compound (4)-1] in methanol, 147 g (0.314 mol) of a 15% aqueous solution of sodium methylmercaptan were added dropwise under ice cooling, followed by stirring at room temperature for 2 hours. The solvent was distilled off under reduced pressure. Water was then added to the reaction mixture and they were mixed. The resulting mixture was extracted with chloroform. The extract was washed successively with water and sat...